Dataset: the Open Reaction Database (ORD), a public repository of structured organic reaction records. Task: describe an organic reaction: reactants, conditions, products, and yield Starting materials: CO, C#CCSc1ccc(C)cc1, [O-][I+3]([O-])([O-])[O-], [Na+], O. Product: C#CCS(=O)c1ccc(C)cc1. As a reaction SMILES: [CH3:7][OH:8].[CH3:9][c:10]1[cH:11][cH:12][c:13]([S:16][CH2:17][C:18]#[CH:19])[cH:14][cH:15]1.[I+3:1]([O-:2])([O-:3])([O-:4])[O-:5].[Na+:6].[OH2:20]>>[O:8]=[S:16]([c:13]1[cH:12][cH:11][c:10]([CH3:9])[cH:15][cH:14]1)[CH2:17][C:18]#[CH:19]. Starting materials: CC(C)C1CC(C(CN2CC(=O)N(c3cc(F)ccc3Cl)CC2(C)C)NC(=O)OC(C)(C)C)OC1=O, CCCCN, O, Oc1ccccn1. Product: CCCCNC(=O)C(CC(O)C(CN1CC(=O)N(c2cc(F)ccc2Cl)CC1(C)C)NC(=O)OC(C)(C)C)C(C)C. Reaction SMILES: [C:13]([CH3:14])([CH3:15])([CH3:16])[O:17][C:18]([NH:19][CH:20]([CH2:21][N:22]1[C:23]([CH3:37])([CH3:38])[CH2:24][N:25]([c:29]2[c:30]([Cl:36])[cH:31][cH:32][c:33]([F:35])[cH:34]2)[C:26](=[O:28])[CH2:27]1)[CH:39]1[O:40][C:41](=[O:47])[CH:42]([CH:44]([CH3:45])[CH3:46])[CH2:43]1)=[O:48].[CH2:1]([CH2:2][CH2:3][CH3:4])[NH2:5].[OH2:49].[OH:6][c:7]1[cH:8][cH:9][cH:10][cH:11][n:12]1>>[CH2:1]([CH2:2][CH2:3][CH3:4])[NH:5][C:41]([CH:42]([CH2:43][CH:39]([CH:20]([NH:19][C:18]([O:17][C:13]([CH3:14])([CH3:15])[CH3:16])=[O:48])[CH2:21][N:22]1[C:23]([CH3:37])([CH3:38])[CH2:24][N:25]([c:29]2[c:30]([Cl:36])[cH:31][cH:32][c:33]([F:35])[cH:34]2)[C:26](=[O:28])[CH2:27]1)[OH:40])[CH:44]([CH3:45])[CH3:46])=[O:47]. Reactants: FC1(OC2=C(O1)C=CC(=C2)C2(CC2)C(=O)NC=2C=CC(=C(C2)C2=CC(=CC=C2)C(=O)O)C)F (5′-(1-(2,2-difluorobenzo[d][1,3]dioxol-5-yl)cyclopropanecarboxamido)-2′-methylbiphenyl-3-carboxylic acid), CS(=O)(=O)N (methansulfonamide), C(CCl)Cl (EDC). Reagents/catalysts: CN(C)C=1C=CN=CC1 (DMAP). Run in C(Cl)Cl (CH2Cl2). Reaction conditions: time 18 hour. Product: FC1(OC2=C(O1)C=CC(=C2)C2(CC2)C(=O)NC=2C=CC(=C(C2)C2=CC(=CC=C2)C(=O)NS(=O)(=O)C)C)F (5′-(1-(2,2-difluorobenzo[d][1,3]dioxol-5-yl)cyclopropanecarboxamido)-2′-methyl-N-(methylsulfonyl)biphenyl-3-carboxamide). Reaction SMILES: [F:1][C:2]1([F:33])[O:6][C:5]2[CH:7]=[CH:8][C:9]([C:11]3([C:14]([NH:16][C:17]4[CH:18]=[CH:19][C:20]([CH3:32])=[C:21]([C:23]5[CH:28]=[CH:27][CH:26]=[C:25]([C:29](O)=[O:30])[CH:24]=5)[CH:22]=4)=[O:15])[CH2:13][CH2:12]3)=[CH:10][C:4]=2[O:3]1.[CH3:34][S:35]([NH2:38])(=[O:37])=[O:36].C(Cl)CCl>CN(C1C=CN=CC=1)C.C(Cl)Cl>[F:33][C:2]1([F:1])[O:6][C:5]2[CH:7]=[CH:8][C:9]([C:11]3([C:14]([NH:16][C:17]4[CH:18]=[CH:19][C:20]([CH3:32])=[C:21]([C:23]5[CH:28]=[CH:27][CH:26]=[C:25]([C:29]([NH:38][S:35]([CH3:34])(=[O:37])=[O:36])=[O:30])[CH:24]=5)[CH:22]=4)=[O:15])[CH2:13][CH2:12]3)=[CH:10][C:4]=2[O:3]1. Procedure details: To a mixture of 5′-(1-(2,2-difluorobenzo[d][1,3]dioxol-5-yl)cyclopropanecarboxamido)-2′-methylbiphenyl-3-carboxylic acid (50 mg, 0.11 mmol), methansulfonamide (7.0 mg, 0.074 mmol), DMAP (13 mg, 0.11 mmol), and CH2Cl2 (1 mL) was added EDC (28 mg, 0.15 mmol) at ambient temperature. The mixture was allowed to stir for 18 h before it was concentrated. The residue was taken up in DMF (1 mL) and was purified by reverse phase preparatory HPLC to provide 5′-(1-(2,2-difluorobenzo[d][1,3]dioxol-5-yl)cyclo... Starting materials: ( 31 ), C(CCCCCCCCCCCCCCCCCCCCC)(=O)O (behenic acid), [OH-].[K+] (KOH). The reagents and catalysts are [Ag] (silver). The solvent is O (water). Run at temperature 85 celsius. Product: C(CCCCCCCCCCCCCCCCCCCCC)(=O)[O-].[K+] (potassium behenate). Reaction SMILES: [C:1]([OH:24])(=[O:23])[CH2:2][CH2:3][CH2:4][CH2:5][CH2:6][CH2:7][CH2:8][CH2:9][CH2:10][CH2:11][CH2:12][CH2:13][CH2:14][CH2:15][CH2:16][CH2:17][CH2:18][CH2:19][CH2:20][CH2:21][CH3:22].[OH-].[K+:26]>[Ag].O>[C:1]([O-:24])(=[O:23])[CH2:2][CH2:3][CH2:4][CH2:5][CH2:6][CH2:7][CH2:8][CH2:9][CH2:10][CH2:11][CH2:12][CH2:13][CH2:14][CH2:15][CH2:16][CH2:17][CH2:18][CH2:19][CH2:20][CH2:21][CH3:22].[K+:26] |f:1.2,5.6|. Procedure details: Using the apparatus shown in FIG. 5, particulate organic silver salt 3-1 was prepared in the following manner. Into a tank (31) containing 83.5 g of behenic acid and 1583.5 g of pure water, while stirring at 85° C., 147.7 ml of 1.5N aqueous KOH solution was added over 5 min. and allowed to react further for 60 min. to obtain a potassium behenate solution. Finally, water was added to make the total amount to 2000 ml. To a tank (32), 2000 ml of aqueous solution containing 37.6 g of silver nitrate ...